describe an organic reaction: reactants, conditions, products, and yield From a dataset of the Open Reaction Database (ORD), a public repository of structured organic reaction records. Reactants: O=C([O-])[O-], CC(=O)[O-], CC(=O)[O-], COC(=O)c1cc(Cl)nc(N(C)S(C)(=O)=O)c1, Cc1ccccc1, NC1CC1, [Cs+], [Cs+], [Pd+2], c1ccc(P(c2ccccc2)c2ccc3ccccc3c2-c2c(P(c3ccccc3)c3ccccc3)ccc3ccccc23)cc1. Product: COC(=O)c1cc(NC2CC2)nc(N(C)S(C)(=O)=O)c1. As a reaction SMILES: [C:47](=[O:48])([O-:49])[O-:50].[C:74]([O-:75])(=[O:76])[CH3:77].[C:79]([O-:80])(=[O:81])[CH3:82].[CH3:53][O:54][C:55]([c:56]1[cH:57][c:58]([Cl:68])[n:59][c:60]([N:62]([CH3:63])[S:64](=[O:65])(=[O:66])[CH3:67])[cH:61]1)=[O:69].[CH3:83][c:84]1[cH:85][cH:86][cH:87][cH:88][cH:89]1.[CH:70]1([NH2:73])[CH2:71][CH2:72]1.[Cs+:51].[Cs+:52].[Pd+2:78].[c:1]1([P:2]([c:3]2[cH:4][cH:5][cH:6][cH:7][cH:8]2)[c:9]2[cH:10][cH:11][c:12]3[c:13]([cH:14][cH:15][cH:16][cH:17]3)[c:18]2-[c:19]2[c:20]3[c:21]([cH:22][cH:23][cH:24][cH:25]3)[cH:26][cH:27][c:28]2[P:29]([c:30]2[cH:31][cH:32][cH:33][cH:34][cH:35]2)[c:36]2[cH:37][cH:38][cH:39][cH:40][cH:41]2)[cH:42][cH:43][cH:44][cH:45][cH:46]1>>[CH3:53][O:54][C:55]([c:56]1[cH:57][c:58]([NH:73][CH:70]2[CH2:71][CH2:72]2)[n:59][c:60]([N:62]([CH3:63])[S:64](=[O:65])(=[O:66])[CH3:67])[cH:61]1)=[O:69]. Reactants: COc1ccc2c(c1)C(=O)CC2, [K+], O=[N+]([O-])[O-], O=S(=O)(O)O. The product is COc1ccc2c(c1[N+](=O)[O-])C(=O)CC2. As a reaction SMILES: [CH3:1][O:2][c:3]1[cH:4][cH:5][c:6]2[c:10]([cH:11]1)[C:9](=[O:12])[CH2:8][CH2:7]2.[K+:13].[O-:14][N+:15]([O-:16])=[O:17].[S:18](=[O:19])(=[O:20])([OH:21])[OH:22]>>[CH3:1][O:2][c:3]1[cH:4][cH:5][c:6]2[c:10]([c:11]1[N+:15](=[O:14])[O-:16])[C:9](=[O:12])[CH2:8][CH2:7]2. Product: C1=CC=CC=2N(CC3=C(CC21)C=CC=C3)C(=O)C3=CC(=C(C(=C3)C)NC(C3=C(C=C(C=C3)Cl)Cl)=O)C (N-[4-[(6,11-Dihydro-5H-dibenz[b,e]azepin-5-yl)-carbonyl]-2,6-dimethylphenyl]-2 4-dichlorobenzamide). RXN SMILES: [Cl:1][C:2]1[CH:21]=[C:20]([Cl:22])[CH:19]=[CH:18][C:3]=1[C:4]([NH:6][C:7]1[C:15]([CH3:16])=[CH:14][C:10]([C:11]([OH:13])=O)=[CH:9][C:8]=1[CH3:17])=[O:5].C([N:26]([CH2:30][CH3:31])[CH:27]([CH3:29])[CH3:28])(C)C>S(Cl)(Cl)=O.C(Cl)Cl>[CH:8]1[C:28]2[CH2:19][C:18]3[CH:3]=[CH:2][CH:21]=[CH:20][C:31]=3[CH2:30][N:26]([C:11]([C:10]3[CH:14]=[C:15]([CH3:16])[C:7]([NH:6][C:4](=[O:5])[C:3]4[CH:18]=[CH:19][C:20]([Cl:22])=[CH:21][C:2]=4[Cl:1])=[C:8]([CH3:17])[CH:9]=3)=[O:13])[C:27]=2[CH:29]=[CH:15][CH:7]=1. Solvent: S(=O)(Cl)Cl (thionyl chloride), C(Cl)Cl (methylene chloride). The reactants are ClC1=C(C(=O)NC2=C(C=C(C(=O)O)C=C2C)C)C=CC(=C1)Cl (4-[(2,4-dichlorobenzoyl) amino]-3,5-dimethylbenzoic acid), C(C)(C)N(C(C)C)CC (N,N-diisopropylethylamine), 10,11-dihydro-5H-dibenz[b,e]azepine. Reaction conditions: time 18 hour. Isolated yield 146.8%. Procedure details: A mixture of 1.69 g of 4-[(2,4-dichlorobenzoyl) amino]-3,5-dimethylbenzoic acid in 2.0 ml of thionyl chloride is heated on a steam bath under argon for 1 hour. The volatiles are evaporated and the residue evaporated in vacuo from toluene to give a residue. A solution of the residue in 25 ml of methylene chloride is treated with 0.75 g of N,N-diisopropylethylamine and 0.98 g of 10,11-dihydro-5H-dibenz[b,e]azepine is stirred at room temperature for 18 hours. The reaction mixture is washed with sat... The reactants are O[Li].O (LiOH.H2O), COC(C(C(=O)NC1=CC=C(C=C1)C1=CC=CC=C1)C)=O (N-biphenyl-4-yl-2-methyl-malonamic acid methyl ester), C1CCOC1 (THF), O (H2O). Solvent: CO (methanol). Reaction conditions: time 2 hour. Product: C1(=CC=C(C=C1)NC(C(C(=O)O)C)=O)C1=CC=CC=C1 (N-biphenyl-4-yl-2-methyl-malonamic acid). The yield is 83.2%. Reaction SMILES: O[Li].O.C[O:5][C:6](=[O:24])[CH:7]([CH3:23])[C:8]([NH:10][C:11]1[CH:16]=[CH:15][C:14]([C:17]2[CH:22]=[CH:21][CH:20]=[CH:19][CH:18]=2)=[CH:13][CH:12]=1)=[O:9].C1COCC1.O>CO>[C:14]1([C:17]2[CH:18]=[CH:19][CH:20]=[CH:21][CH:22]=2)[CH:15]=[CH:16][C:11]([NH:10][C:8](=[O:9])[CH:7]([CH3:23])[C:6]([OH:24])=[O:5])=[CH:12][CH:13]=1 |f:0.1|. Reported procedure: LiOH.H2O (73 mg, 1.7 mmol) was added to a solution of N-biphenyl-4-yl-2-methyl-malonamic acid methyl ester (330 mg, 1.16 mmol) in a mixture of methanol (1.75 mL), THF (10 mL) and H2O (1 mL). The resulting mixture was stirred for 2 hours at ambient temperature then concentrated. The residue was diluted with water, acidified with conc. HCl. The resulting precipitate was isolated by filtration and dried to afford 260 mg (83%) of N-biphenyl-4-yl-2-methyl-malonamic acid. The reactants are [Cr](=O)(=O)([O-])Cl.[NH+]1=CC=CC=C1 (Pyridinium chlorochromate), FC=1C(=C(C=CC1)NC(C(C)(C)C)=O)CO (N-(3-fluoro-2-(hydroxymethyl) phenyl) pivalamide). The solvent is C(Cl)Cl (CH2Cl2), C(Cl)Cl (CH2Cl2). Run at time 3 hour. Yields the product FC=1C(=C(C=CC1)NC(C(C)(C)C)=O)C=O (N-(3-fluoro-2-formylphenyl)pivalamide). As a reaction SMILES: [Cr](Cl)([O-])(=O)=O.[NH+]1C=CC=CC=1.[F:12][C:13]1[C:14]([CH2:26][OH:27])=[C:15]([NH:19][C:20](=[O:25])[C:21]([CH3:24])([CH3:23])[CH3:22])[CH:16]=[CH:17][CH:18]=1>C(Cl)Cl>[F:12][C:13]1[C:14]([CH:26]=[O:27])=[C:15]([NH:19][C:20](=[O:25])[C:21]([CH3:24])([CH3:22])[CH3:23])[CH:16]=[CH:17][CH:18]=1 |f:0.1|. Procedure: Pyridinium chlorochromate (596 mg, 2.76 mmol) was added to a solution of N-(3-fluoro-2-(hydroxymethyl) phenyl) pivalamide (415 mg, 1.84 mmol) in CH2Cl2 (50 mL) at 0° C. 5 min later the mixture was allowed stirring at room temperature for 3 hrs. The reaction mixture was passed through a thin pad layer of silica gel with CH2Cl2 (2×50 mL), concentrated on rotary vacuum, and purified on a flash chromatography column eluting with 20˜50% EtOAc/hexanes (600 mL) to afford the expected product, N-(3-fluo... The reactants are ClC1(SC2=C(N(C1=O)C)C=CC=C2)C2=CC=C(C=C2)O (2-chloro-3,4-dihydro-2-(4-hydroxyphenyl)-4-methyl-3-oxo-2H-1,4-benzothiazine), C(C)(=O)OCC (ethyl acetate), O (water), [C-]#N.[Na+] (sodium cyanide). Run in CS(=O)C (dimethylsulfoxide). Conditions: time 2 hour. The product is C(#N)C1(SC2=C(N(C1=O)C)C=CC=C2)C2=CC=C(C=C2)O (2-Cyano-3,4-dihydro-2-(4-hydroxyphenyl)-4-methyl-3-oxo-2H-1,4-benzothiazine). Yield: 71.0%. As a reaction SMILES: Cl[C:2]1([C:14]2[CH:19]=[CH:18][C:17]([OH:20])=[CH:16][CH:15]=2)[C:7](=[O:8])[N:6]([CH3:9])[C:5]2[CH:10]=[CH:11][CH:12]=[CH:13][C:4]=2[S:3]1.[C-:21]#[N:22].[Na+].C(OCC)(=O)C.O>CS(C)=O>[C:21]([C:2]1([C:14]2[CH:19]=[CH:18][C:17]([OH:20])=[CH:16][CH:15]=2)[C:7](=[O:8])[N:6]([CH3:9])[C:5]2[CH:10]=[CH:11][CH:12]=[CH:13][C:4]=2[S:3]1)#[N:22] |f:1.2|. Reported procedure: To a stirred solution of 2-chloro-3,4-dihydro-2-(4-hydroxyphenyl)-4-methyl-3-oxo-2H-1,4-benzothiazine (10.0 g, compound No. 2) in dimethylsulfoxide (100 ml), sodium cyanide (8.0 g) is added. The mixture is stirred for 2 hours at room temperature, and poured into a mixture of ethyl acetate and water. The organic layer is washed with water, dried over anhydrous sodium sulfate, and concentrated in vacuo to give 6.9 g (71.0%) of the titled compound. Reactants: C1(CC1)N1C(=NC2=C1C=CC(=C2)N(CC(=O)OCC)S(=O)(=O)C=2C=CC=C1C=CC=NC21)CCC2=CC=C(C=C2)C(N)=N (1-cyclopropyl-2-[2-(4-amidinophenyl)-ethyl]-5-[N-(ethoxycarbonylmethyl)-quinoline-8-sulphonylamino]-benzimidazole), [OH-].[Na+] (sodium hydroxide). The product is C1(CC1)N1C(=NC2=C1C=CC(=C2)N(CC(=O)O)S(=O)(=O)C=2C=CC=C1C=CC=NC21)CCC2=CC=C(C=C2)C(N)=N (1-cyclopropyl-2-[2-(4-amidinophenyl)-ethyl]-5-[N-(hydroxycarbonylmethyl)-quinoline-8-sulphonylamino]-benzimidazole). RXN SMILES: [CH:1]1([N:4]2[C:8]3[CH:9]=[CH:10][C:11]([N:13]([S:20]([C:23]4[CH:24]=[CH:25][CH:26]=[C:27]5[C:32]=4[N:31]=[CH:30][CH:29]=[CH:28]5)(=[O:22])=[O:21])[CH2:14][C:15]([O:17]CC)=[O:16])=[CH:12][C:7]=3[N:6]=[C:5]2[CH2:33][CH2:34][C:35]2[CH:40]=[CH:39][C:38]([C:41](=[NH:43])[NH2:42])=[CH:37][CH:36]=2)[CH2:3][CH2:2]1.[OH-].[Na+]>>[CH:1]1([N:4]2[C:8]3[CH:9]=[CH:10][C:11]([N:13]([S:20]([C:23]4[CH:24]=[CH:25][CH:26]=[C:27]5[C:32]=4[N:31]=[CH:30][CH:29]=[CH:28]5)(=[O:21])=[O:22])[CH2:14][C:15]([OH:17])=[O:16])=[CH:12][C:7]=3[N:6]=[C:5]2[CH2:33][CH2:34][C:35]2[CH:40]=[CH:39][C:38]([C:41](=[NH:42])[NH2:43])=[CH:37][CH:36]=2)[CH2:3][CH2:2]1 |f:1.2|. Procedure details: Prepared analogously to Example 3 from 1-cyclopropyl-2-[2-(4-amidinophenyl)-ethyl]-5-[N-(ethoxycarbonylmethyl)-quinoline-8-sulphonylamino]-benzimidazole and sodium hydroxide solution. Starting materials: C(C)(C)(C)OC(NC1(CCC1)C1=CC=C(C=C1)C=1C(=CC2=C(OC\C(\N2)=N/N)N1)C1=CC=CC=C1)=O ((E)-tert-butyl(1-(4-(2-hydrazono-7-phenyl-2,3-dihydro-1H-pyrido[2,3-b][1,4]oxazin-6-yl)phenyl)cyclobutyl)carbamate). Run in COC(CCC)(OC)OC (1,1,1-trimethoxybutane). The product is C1(=CC=CC=C1)C1=CC2=C(OCC=3N2C(=NN3)CCC)N=C1C1=CC=C(C=C1)C1(CCC1)NC(OC(C)(C)C)=O (Tert-butyl (1-(4-(8-phenyl-1-propyl-4H-pyrido[2,3-b][1,2,4]triazolo[4,3-d][1,4]oxazin-7-yl)phenyl)cyclobutyl)carbamate). Yield: 90.0%. Reaction SMILES: [C:1]([O:5][C:6](=[O:36])[NH:7][C:8]1([C:12]2[CH:17]=[CH:16][C:15]([C:18]3[C:19]([C:30]4[CH:35]=[CH:34][CH:33]=[CH:32][CH:31]=4)=[CH:20][C:21]4[NH:26]/[C:25](=[N:27]/[NH2:28])/[CH2:24][O:23][C:22]=4[N:29]=3)=[CH:14][CH:13]=2)[CH2:11][CH2:10][CH2:9]1)([CH3:4])([CH3:3])[CH3:2]>COC(OC)(OC)CCC>[C:30]1([C:19]2[C:18]([C:15]3[CH:14]=[CH:13][C:12]([C:8]4([NH:7][C:6](=[O:36])[O:5][C:1]([CH3:4])([CH3:2])[CH3:3])[CH2:11][CH2:10][CH2:9]4)=[CH:17][CH:16]=3)=[N:29][C:22]3[O:23][CH2:24][C:25]4[N:26]([C:11]([CH2:8][CH2:9][CH3:10])=[N:28][N:27]=4)[C:21]=3[CH:20]=2)[CH:31]=[CH:32][CH:33]=[CH:34][CH:35]=1. Procedure details: A solution of (E)-tert-butyl(1-(4-(2-hydrazono-7-phenyl-2,3-dihydro-1H-pyrido[2,3-b][1,4]oxazin-6-yl)phenyl)cyclobutyl)carbamate (60 mg, 0.124 mmol) in 1,1,1-trimethoxybutane (1 ml) was heated to 150° C. for 15 minutes under microwave irradiation. The resulting reaction mixture was concentrated to dryness under reduced pressure and purified by Biotage silica gel chromatography (gradient 0% to 100% ethyl acetate in n-hexanes) to give the title compound (30 mg, 45%). LCMS (Method A): RT=7.34 min, ...